From a dataset of the Open Reaction Database (ORD), a public repository of structured organic reaction records. describe an organic reaction: reactants, conditions, products, and yield Reactants: C([O-])([O-])=O.[K+].[K+] (Potassium carbonate), NC([C@H](CC1=CC=C(C=C1)I)NC(=O)C1(CCOCC1)NC(OC(C)(C)C)=O)=O ((S)-tert-Butyl 4-(1-amino-3-(4-iodophenyl)-1-oxopropan-2-ylcarbamoyl)tetrahydro-2H-pyran-4-ylcarbamate), CN1C(C2=CC=C(C=C2C1)B(O)O)=O (2-Methyl-1-oxoisoindolin-5-ylboronic acid), 1,1 bis(di-tert-butylphosphino)ferrocene palladium dichloride. Run in O (water), C(C)#N (acetonitrile). Conditions: temperature 80 celsius, time 30 minute. Yields the product NC([C@H](CC1=CC=C(C=C1)C=1C=C2CN(C(C2=CC1)=O)C)NC(=O)C1(CCOCC1)NC(OC(C)(C)C)=O)=O ((S)-tert-Butyl 4-(1-amino-3-(4-(2-methyl-1-oxoisoindolin-5-yl)phenyl)-1-oxopropan-2-ylcarbamoyl)tetrahydro-2H-pyran-4-ylcarbamate). Isolated yield 87.5%. Reaction SMILES: C(=O)([O-])[O-].[K+].[K+].[NH2:7][C:8](=[O:35])[C@@H:9]([NH:18][C:19]([C:21]1([NH:27][C:28](=[O:34])[O:29][C:30]([CH3:33])([CH3:32])[CH3:31])[CH2:26][CH2:25][O:24][CH2:23][CH2:22]1)=[O:20])[CH2:10][C:11]1[CH:16]=[CH:15][C:14](I)=[CH:13][CH:12]=1.[CH3:36][N:37]1[CH2:45][C:44]2[C:39](=[CH:40][CH:41]=[C:42](B(O)O)[CH:43]=2)[C:38]1=[O:49]>O.C(#N)C>[NH2:7][C:8](=[O:35])[C@@H:9]([NH:18][C:19]([C:21]1([NH:27][C:28](=[O:34])[O:29][C:30]([CH3:33])([CH3:32])[CH3:31])[CH2:26][CH2:25][O:24][CH2:23][CH2:22]1)=[O:20])[CH2:10][C:11]1[CH:16]=[CH:15][C:14]([C:42]2[CH:43]=[C:44]3[C:39](=[CH:40][CH:41]=2)[C:38](=[O:49])[N:37]([CH3:36])[CH2:45]3)=[CH:13][CH:12]=1 |f:0.1.2|. Reported procedure: Potassium carbonate (276 mg) in water (2.0 mL) was added to (S)-tert-butyl 4-(1-amino-3-(4-iodophenyl)-1-oxopropan-2-ylcarbamoyl)tetrahydro-2H-pyran-4-ylcarbamate (Example 1, step (iii), 517 mg), 2-methyl-1-oxoisoindolin-5-ylboronic acid (Example 31, step (iii), 191 mg) and 1,1 bis(di-tert-butylphosphino)ferrocene palladium dichloride (98 mg) in degassed acetonitrile (12 mL) at 20° C. under nitrogen. The resulting solution was stirred at 80° C. for 30 min. The reaction mixture was cooled, filter... The reactants are Cl (hydrochloric acid), ClC1=C(C(=O)NCC23CC4CC(CC(C2)C4)C3)C=C(C=C1)CC=O (2-chloro-5-(2-oxoethyl)-N-(tricyclo[3.3.1.13,7]dec-1-ylmethyl)-benzamide), OCC1CN(CCN1)C(=O)OC(C)(C)C (3-(hydroxymethyl)-1-piperazinecarboxylic acid, 1,1-dimethylethyl ester), C(C)(=O)O[BH-](OC(C)=O)OC(C)=O.[Na+] (sodium triacetoxyborohydride). The solvent is O1CCOCC1 (dioxane), CO (methanol), ClCCCl (1,2-dichloroethane). Conditions: time 14 hour. The product is Cl.ClC1=C(C(=O)NCC23CC4CC(CC(C2)C4)C3)C=C(C=C1)CCN1C(CNCC1)CO (2-Chloro-5-[2-[2-(hydroxymethyl)-1-piperazinyl]ethyl]-N-(tricyclo[3.3.1.13,7]dec-1-ylmethyl)-benzamide, hydrochloride salt). The yield is 24.4%. As a reaction SMILES: [Cl:1][C:2]1[CH:21]=[CH:20][C:19]([CH2:22][CH:23]=O)=[CH:18][C:3]=1[C:4]([NH:6][CH2:7][C:8]12[CH2:17][CH:12]3[CH2:13][CH:14]([CH2:16][CH:10]([CH2:11]3)[CH2:9]1)[CH2:15]2)=[O:5].[OH:25][CH2:26][CH:27]1[NH:32][CH2:31][CH2:30][N:29](C(OC(C)(C)C)=O)[CH2:28]1.C(O[BH-](OC(=O)C)OC(=O)C)(=O)C.[Na+].Cl>CO.O1CCOCC1.ClCCCl>[ClH:1].[Cl:1][C:2]1[CH:21]=[CH:20][C:19]([CH2:22][CH2:23][N:32]2[CH2:31][CH2:30][NH:29][CH2:28][CH:27]2[CH2:26][OH:25])=[CH:18][C:3]=1[C:4]([NH:6][CH2:7][C:8]12[CH2:17][CH:12]3[CH2:13][CH:14]([CH2:16][CH:10]([CH2:11]3)[CH2:9]1)[CH2:15]2)=[O:5] |f:2.3,8.9|. Procedure details: Prepared according to the method described in Example 66c from 2-chloro-5-(2-oxoethyl)-N-(tricyclo[3.3.1.13,7]dec-1-ylmethyl)-benzamide (0.094 g, Example 66b), 3-(hydroxymethyl)-1-piperazinecarboxylic acid, 1,1-dimethylethyl ester (0.117 g), sodium triacetoxyborohydride (0.081 g) and 1,2-dichloroethane (2 ml). After work-up, the residue was purified by HPLC eluting with a gradient of 0-5% ethanol in dichloromethane then chromatography eluting with ethyl acetate then ethyl acetate: ethanol (95:5)...